describe an organic reaction: reactants, conditions, products, and yield From a dataset of the Open Reaction Database (ORD), a public repository of structured organic reaction records. As a reaction SMILES: [C:1]([CH:2]=[CH2:3])(=[O:4])[O:5][CH:6]([CH2:7][S:8][CH2:9][c:10]1[cH:11][cH:12][cH:13][cH:14][cH:15]1)[CH2:16][S:17][CH2:18][c:19]1[cH:20][cH:21][cH:22][cH:23][cH:24]1.[CH2:25]([CH2:26][CH2:27][CH2:28][CH2:29][CH2:30][CH2:31][CH2:32][CH2:33][CH2:34][CH2:35][CH3:36])[SH:37].[CH3:39][CH2:40][OH:41].[OH2:38]>>[C:1]([CH2:2][CH2:3][S:37][CH2:25][CH2:26][CH2:27][CH2:28][CH2:29][CH2:30][CH2:31][CH2:32][CH2:33][CH2:34][CH2:35][CH3:36])(=[O:4])[O:5][CH:6]([CH2:7][S:8][CH2:9][c:10]1[cH:11][cH:12][cH:13][cH:14][cH:15]1)[CH2:16][S:17][CH2:18][c:19]1[cH:20][cH:21][cH:22][cH:23][cH:24]1. Yields the product CCCCCCCCCCCCSCCC(=O)OC(CSCc1ccccc1)CSCc1ccccc1. Reactants: C=CC(=O)OC(CSCc1ccccc1)CSCc1ccccc1, CCCCCCCCCCCCS, CCO, O. Starting materials: Cl, O=S(=O)(Cl)c1c(F)cc(F)cc1F, NC(Cc1c[nH]c2ccccc12)C(F)(F)F, c1ccncc1. The product is O=S(=O)(NC(Cc1c[nH]c2ccccc12)C(F)(F)F)c1c(F)cc(F)cc1F. RXN SMILES: [ClH:36].[F:17][c:18]1[c:19]([S:26](=[O:27])(=[O:28])[Cl:29])[c:20]([F:25])[cH:21][c:22]([F:24])[cH:23]1.[F:1][C:2]([CH:3]([CH2:4][c:5]1[cH:6][nH:7][c:8]2[cH:9][cH:10][cH:11][cH:12][c:13]12)[NH2:14])([F:15])[F:16].[cH:30]1[cH:31][cH:32][n:33][cH:34][cH:35]1>>[F:1][C:2]([CH:3]([CH2:4][c:5]1[cH:6][nH:7][c:8]2[cH:9][cH:10][cH:11][cH:12][c:13]12)[NH:14][S:26]([c:19]1[c:18]([F:17])[cH:23][c:22]([F:24])[cH:21][c:20]1[F:25])(=[O:27])=[O:28])([F:15])[F:16]. The reactants are COC(C1=C(C(C(=O)OC)=CC(=C1)OC(C)C)C)=O (5-isopropoxy-2-methyl-isophthalic acid dimethyl ester), C1CC(=O)N(C1=O)Br (NBS), CC(C)(C#N)N=NC(C)(C)C#N (AIBN). The solvent is C(Cl)(Cl)(Cl)Cl (CCl4). Reaction conditions: temperature 85 celsius, time 5 minute. The product is COC(C1=C(C(C(=O)OC)=CC(=C1)OC(C)C)CBr)=O (2-bromomethyl-5-isopropoxy-isophthalic acid dimethyl ester). The yield is 93.0%. RXN SMILES: [CH3:1][O:2][C:3](=[O:19])[C:4]1[CH:13]=[C:12]([O:14][CH:15]([CH3:17])[CH3:16])[CH:11]=[C:6]([C:7]([O:9][CH3:10])=[O:8])[C:5]=1[CH3:18].C1C(=O)N([Br:27])C(=O)C1.CC(N=NC(C#N)(C)C)(C#N)C>C(Cl)(Cl)(Cl)Cl>[CH3:10][O:9][C:7](=[O:8])[C:6]1[CH:11]=[C:12]([O:14][CH:15]([CH3:16])[CH3:17])[CH:13]=[C:4]([C:3]([O:2][CH3:1])=[O:19])[C:5]=1[CH2:18][Br:27]. Reported procedure: To a solution of 5-isopropoxy-2-methyl-isophthalic acid dimethyl ester (Cpd B, 14.5 g, 54.5 mmol) in CCl4 (250 mL) was added NBS (11.2 g, 60.0 mmol). After stirring the mixture at 85° C. for 5 minutes, AIBN (2.69 g, 16.4 mmol) was added. The resulting reaction mixture was stirred at 85° C. for 1 hour. The reaction mixture was chilled in an ice bath and the precipitates were filtered and discarded. The resulting filtrate was concentrated under vacuum and purified by column chromatography (0-40%, ... The reactants are CCCc1nc2c(NC(=O)C(Cl)(Cl)Cl)nc3cc(OCc4ccccc4)ccc3c2s1, C[O-], CO, [Na+]. Yields the product CCCc1nc2c(N)nc3cc(OCc4ccccc4)ccc3c2s1. RXN SMILES: [CH2:1]([c:2]1[cH:3][cH:4][cH:5][cH:6][cH:7]1)[O:8][c:9]1[cH:10][cH:11][c:12]2[c:13]3[c:14]([c:15]([NH:19][C:20](=[O:21])[C:22]([Cl:23])([Cl:24])[Cl:25])[n:16][c:17]2[cH:18]1)[n:26][c:27]([CH2:29][CH2:30][CH3:31])[s:28]3.[CH3:32][O-:33].[CH3:35][OH:36].[Na+:34]>>[CH2:1]([c:2]1[cH:3][cH:4][cH:5][cH:6][cH:7]1)[O:8][c:9]1[cH:10][cH:11][c:12]2[c:13]3[c:14]([c:15]([NH2:19])[n:16][c:17]2[cH:18]1)[n:26][c:27]([CH2:29][CH2:30][CH3:31])[s:28]3. Starting materials: OCCOCN1C2=NC(=NC=C2N=C1)N (9-(2-hydroxyethoxymethyl)-2-amino-9H-purine), C(C)(=O)OC(C)=O (acetic anhydride). Reagents/catalysts: CN(C1=CC=NC=C1)C (4-dimethylaminopyridine). Solvent: CN(C=O)C (dimethylformamide). Conditions: time 2 day. The product is C(C)(=O)OCCOCN1C2=NC(=NC=C2N=C1)N (9-(2-acetoxyethoxymethyl)-2-amino-9H-purine). RXN SMILES: [OH:1][CH2:2][CH2:3][O:4][CH2:5][N:6]1[CH:14]=[N:13][C:12]2[C:7]1=[N:8][C:9]([NH2:15])=[N:10][CH:11]=2.[C:16](OC(=O)C)(=[O:18])[CH3:17]>CN(C)C1C=CN=CC=1.CN(C)C=O>[C:16]([O:1][CH2:2][CH2:3][O:4][CH2:5][N:6]1[CH:14]=[N:13][C:12]2[C:7]1=[N:8][C:9]([NH2:15])=[N:10][CH:11]=2)(=[O:18])[CH3:17]. Procedure: A mixture of 0.82 g (3.92 mM) of 9-(2-hydroxyethoxymethyl)-2-amino-9H-purine, 48 mg (0.392 mM) of a 4-dimethylaminopyridine and 0.75 ml (7.84 mM) of acetic anhydride in 18 ml of dry dimethylformamide was stirred at room temperature for two days. The reaction mixture was evaporated in vacuo and the residue dissolved in ethyl acetate and absorbed on silica gel. The solvent was removed by flash evaporation and the residual powder added to a column prepared for flash chromatography. Elution with 5% ...